Dataset: the Open Reaction Database (ORD), a public repository of structured organic reaction records. Task: describe an organic reaction: reactants, conditions, products, and yield Product: Br.C(#N)C1=CC=C(C=C1)C=1N=C(SC1)NC(=N)N ([4-(4-Cyanophenyl)-2-Thiazolyl]Guanidine, Hydrobromide). Run at time 15 minute. The solvent is C(Cl)Cl (methylene chloride). The reactants are C(C)(=O)C1=CC=C(C#N)C=C1 (p-acetylbenzonitrile), BrBr (bromine), C(N)(=N)NC(=S)N (amidinothiourea). RXN SMILES: [C:1]([C:4]1[CH:11]=[CH:10][C:7]([C:8]#[N:9])=[CH:6][CH:5]=1)(=O)[CH3:2].[Br:12]Br.[C:14]([NH:17][C:18]([NH2:20])=[S:19])(=[NH:16])[NH2:15]>C(Cl)Cl>[BrH:12].[C:8]([C:7]1[CH:10]=[CH:11][C:4]([C:1]2[N:20]=[C:18]([NH:17][C:14]([NH2:16])=[NH:15])[S:19][CH:2]=2)=[CH:5][CH:6]=1)#[N:9] |f:4.5|. Reported procedure: To a solution of 14.5 g. (0.1 mole) of p-acetylbenzonitrile in 250 ml. of methylene chloride is added 16.0 g. (0.1 mole) of bromine. After a few minutes of stirring at room temperature, the solution turns colorless. Stirring is continued an additional 15 minutes. The methylene chloride is removed on a rotary evaporator and 350 ml. of ethanol is added to the residue. To the suspension is added 11.8 g. (0.1 mole) of amidinothiourea. The reaction mixture is heated under reflux for 1 hour, then cool... The reactants are C(CC)(=O)OCC1CCC(CC1)C1=C(C=C(C=C1)O[Si](C)(C)C(C)(C)C)O[Si](C)(C)C(C)(C)C ([4-(2,4-Bis{[tert-butyl(dimethyl)silyl]oxy}phenyl)cyclohexyl]methyl propionate), [F-] (fluoride). The solvent is CO (methanol). Run at time 72 hour. The product is C(CC)(=O)OCC1CCC(CC1)C1=C(C=C(C=C1)O)O ([4-(2,4-Dihydroxyphenyl)cyclohexyl]methyl propionate). Reaction SMILES: [C:1]([O:5][CH2:6][CH:7]1[CH2:12][CH2:11][CH:10]([C:13]2[CH:18]=[CH:17][C:16]([O:19][Si](C(C)(C)C)(C)C)=[CH:15][C:14]=2[O:27][Si](C(C)(C)C)(C)C)[CH2:9][CH2:8]1)(=[O:4])[CH2:2][CH3:3].[F-]>CO>[C:1]([O:5][CH2:6][CH:7]1[CH2:8][CH2:9][CH:10]([C:13]2[CH:18]=[CH:17][C:16]([OH:19])=[CH:15][C:14]=2[OH:27])[CH2:11][CH2:12]1)(=[O:4])[CH2:2][CH3:3]. Reported procedure: A mixture of [4-(2,4-Bis{[tert-butyl(dimethyl)silyl]oxy}phenyl)cyclohexyl]methyl propionate (110 mg), methanol (10 ml) and Amberlyst fluoride resin (0.4 g) were stirred at room temperature for 72 hr. The reaction mixture was filtered, and the filtrate was evaporated in vacuo. The residue was purified by flash column chromatography (SiO2, ethyl acetate/petrol, 1:2 v/v) to give the title compound as a cream solid and a mixture of diastereoisomers (44 mg, 73%). δH (CDCl3) 1.17 (3H, t), 1.38-2.14 (9... Reactants: IC1=C(C(=O)O)C=CC=C1C (2-iodo-3-methyl benzoic acid), O1CCCC1 (tetrahydrofuran), B (borane), O1CCCC1 (tetrahydrofuran). Yields the product IC1=C(C=CC(=C1)CO)C (2-Iodo-4-hydroxymethyl toluene). RXN SMILES: [I:1][C:2]1[C:10](C)=CC=C[C:3]=1[C:4](O)=O.B.[O:13]1[CH2:17][CH2:16][CH2:15][CH2:14]1>>[I:1][C:2]1[CH:10]=[C:16]([CH2:17][OH:13])[CH:15]=[CH:14][C:3]=1[CH3:4]. Procedure: To a solution of 5.0 g (19.1 mmol) of 2-iodo-3-methyl benzoic acid in 50 mL of anhydrous tetrahydrofuran, was slowly added 22 mL of a 1M borane solution in tetrahydrofuran. The resultant reaction mixture was reacted for approximately ninety minutes and then was quenched with ethanol resulting in the evolution of hydrogen gas. The mixture was diluted with ethyl acetate. The resulting layers were separated and the organic layer was washed sequentially with sodium bicarbonate and brine, dried over ...